From a dataset of the Open Reaction Database (ORD), a public repository of structured organic reaction records. describe an organic reaction: reactants, conditions, products, and yield The reactants are CC(=O)O, O, O=[N+]([O-])O, Oc1ccc(Cl)cc1. Yields the product O=[N+]([O-])c1cc(Cl)ccc1O. RXN SMILES: [CH3:14][C:15](=[O:16])[OH:17].[OH2:9].[OH:10][N+:11]([O-:12])=[O:13].[OH:1][c:2]1[cH:3][cH:4][c:5]([Cl:6])[cH:7][cH:8]1>>[OH:1][c:2]1[c:3]([N+:11](=[O:10])[O-:12])[cH:4][c:5]([Cl:6])[cH:7][cH:8]1. Reactants: Intermediate 1, C(=O)([O-])[O-].[K+].[K+] (K2CO3), OC1=C2CCC(CC2=CC=C1)=O (5-hydroxy-2-tetralone), ClC1=NC=C(C(=O)N)C=C1 (6-chloronicotinamide). Product: O=C1CC=2C=CC=C(C2CC1)OC1=NC=C(C(=O)N)C=C1 (6-(6-Oxo-5,6,7,8-tetrahydro-naphthalen-1-yloxy)-nicotinamide). Isolated yield 52.7%. RXN SMILES: [OH:1][C:2]1[CH:11]=[CH:10][CH:9]=[C:8]2[C:3]=1[CH2:4][CH2:5][C:6](=[O:12])[CH2:7]2.Cl[C:14]1[CH:22]=[CH:21][C:17]([C:18]([NH2:20])=[O:19])=[CH:16][N:15]=1.C([O-])([O-])=O.[K+].[K+]>>[O:12]=[C:6]1[CH2:5][CH2:4][C:3]2[C:2]([O:1][C:14]3[CH:22]=[CH:21][C:17]([C:18]([NH2:20])=[O:19])=[CH:16][N:15]=3)=[CH:11][CH:10]=[CH:9][C:8]=2[CH2:7]1 |f:2.3.4|. Reported procedure: Using a method similar to Intermediate 1, using 5-hydroxy-2-tetralone (J. Med. Chem. (1978), 21(9), 913-22) (1.98 g, 12.1 mmol), 6-chloronicotinamide (1.90 g, 12.1 mmol) and K2CO3 (2.52 g, 18.2 mmol) gives the title compound (1.80 g), after purification on silica gel (50% THF/DCM), as an amber foam. Mass spectrum (ion spray): m/z=283 (M+1); 1HNMR (DMSO-d6): 8.55 (s, 1H), 8.24 (d, 1H), 8.00 (s, 1H), 7.46 (s, 1H), 7.25 (d, 2H), 7.08 (m, 2H), 7.00 (d, 1H), 3.64 (s, 2H), 2.77 (t, 2H), 2.34 (t, 2H). Reactants: FC(C(C)(C)O)(CC[C@@H](C)[C@H]1CC[C@H]2[C@@H]3CC[C@@H]4C[C@@H](CC[C@]4(C)[C@H]3CC[C@]12C)O)F (24,24-difluoro-5β-cholestane-3α,25-diol), BrNC(C)=O (N-bromoacetamide), C(C)(=O)OCC (ethyl acetate). The solvent is C(C)(C)(C)O (tert-butyl alcohol), O (water), Br (hydrobromic acid). Run at time 3 day. The product is Br[C@@H]1[C@H]2CC[C@H]3[C@@H]4CC[C@H]([C@@H](CCC(C(C)(C)O)(F)F)C)[C@]4(CC[C@@H]3[C@]2(CCC1=O)C)C (4β-bromo-24,24-difluoro-25-hydroxy-5β-cholestan-3-one). RXN SMILES: [F:1][C:2]([F:31])([CH2:7][CH2:8][C@H:9]([C@@H:11]1[C@:28]2([CH3:29])[C@H:14]([C@H:15]3[C@H:25]([CH2:26][CH2:27]2)[C@:23]2([CH3:24])[C@@H:18]([CH2:19][C@H:20]([OH:30])[CH2:21][CH2:22]2)[CH2:17][CH2:16]3)[CH2:13][CH2:12]1)[CH3:10])[C:3]([OH:6])([CH3:5])[CH3:4].[Br:32]NC(=O)C.C(OCC)(=O)C>C(O)(C)(C)C.O.Br>[Br:32][C@H:19]1[C:20](=[O:30])[CH2:21][CH2:22][C@@:23]2([CH3:24])[C@@H:18]1[CH2:17][CH2:16][C@@H:15]1[C@@H:25]2[CH2:26][CH2:27][C@@:28]2([CH3:29])[C@H:14]1[CH2:13][CH2:12][C@@H:11]2[C@H:9]([CH3:10])[CH2:8][CH2:7][C:2]([F:31])([F:1])[C:3]([OH:6])([CH3:4])[CH3:5]. Procedure details: To a solution of 800 mg of 24,24-difluoro-5β-cholestane-3α,25-diol (Va) in 32 ml of tert-butyl alcohol, 15 ml of water, 200 μl of 48% hydrobromic acid and 800 mg of N-bromoacetamide were added. After stirring at room temperature for 3 days, ethyl acetate was added to the reaction mixture, which was then washed sequentially with 0.5% aqueous sodium thiosulfate and saturated aqueous sodium chloride, and dried over anhydrous magnesium sulfate. The solvent was distilled off, and the resulting residu...